describe an organic reaction: reactants, conditions, products, and yield From a dataset of the Open Reaction Database (ORD), a public repository of structured organic reaction records. The reactants are C1(CCC1)C1=NC(=C2N1C=CN=C2N)I (3-cyclobutyl-1-iodoimidazo[1,5-a]pyrazin-8-amine), COC(=O)[C@@H]1CC[C@H](CC1)C1=NC(=C2N1C=CN=C2Cl)I (trans-4-(8-Chloro-1-iodo-imidazo[1,5-a]pyrazin-3-yl)-cyclohexanecarboxylic acid methyl ester), ( 100 ). Product: COC(=O)[C@@H]1CC[C@H](CC1)C1=NC(=C2N1C=CN=C2N)I (trans-4-(8-Amino-1-iodo-imidazo[1,5-a]pyrazin-3-yl)-cyclohexanecarboxylic acid methyl ester). Reaction SMILES: C1(C2N3C=CN=C(N)C3=C(I)[N:6]=2)CCC1.[CH3:16][O:17][C:18]([C@H:20]1[CH2:25][CH2:24][C@H:23]([C:26]2[N:30]3[CH:31]=[CH:32][N:33]=[C:34](Cl)[C:29]3=[C:28]([I:36])[N:27]=2)[CH2:22][CH2:21]1)=[O:19]>>[CH3:16][O:17][C:18]([C@H:20]1[CH2:25][CH2:24][C@H:23]([C:26]2[N:30]3[CH:31]=[CH:32][N:33]=[C:34]([NH2:6])[C:29]3=[C:28]([I:36])[N:27]=2)[CH2:22][CH2:21]1)=[O:19]. Procedure: Prepared according to the procedure described above for 3-cyclobutyl-1-iodoimidazo[1,5-a]pyrazin-8-amine, except using trans-4-(8-Chloro-1-iodo-imidazo[1,5-a]pyrazin-3-yl)-cyclohexanecarboxylic acid methyl ester. 1H NMR (d6-DMSO): δ 7.65 (d, J=4.8 Hz, 1H), 6.96 (d, J=4.8 Hz, 1H), 6.52 (br s, 2H), 3.65 (s, 3H), 3.16 (m, 1H), 2.71 (m, 1H), 2.15-2.00 (m, 2H), 1.80-1.60 (m, 6H) MS (ES+): m/z 400.98 (100) [M+1].